Dataset: the Open Reaction Database (ORD), a public repository of structured organic reaction records. Task: describe an organic reaction: reactants, conditions, products, and yield Starting materials: CCN(CC)P1(=NC(C)(C)C)N(CCCN1C)C (BEMP), COC(CC1=C(NC2=NC=CC=C21)C)=O ((2-methyl-1H-pyrrolo[2,3-b]pyridin-3-yl)-acetic acid methyl ester), O1C=C(C=C1)COS(=O)(=O)C1=CC=C(C=C1)C (toluene-4-sulfonic acid furan-3-ylmethyl ester), C1CCOC1 (THF). Run in CN(C)C=O (DMF). Run at time 30 minute. Product: COC(CC1=C(N(C2=NC=CC=C21)CC2=COC=C2)C)=O ((1-furan-3-ylmethyl-2-methyl-1H-pyrrolo[2,3-b]pyridin-3-yl)-acetic acid methyl ester). RXN SMILES: CCN(P1(N(C)CCCN1C)=NC(C)(C)C)CC.[CH3:19][O:20][C:21](=[O:33])[CH2:22][C:23]1[C:31]2[C:26](=[N:27][CH:28]=[CH:29][CH:30]=2)[NH:25][C:24]=1[CH3:32].[O:34]1[CH:38]=[CH:37][C:36]([CH2:39]OS(C2C=CC(C)=CC=2)(=O)=O)=[CH:35]1.C1COCC1>CN(C=O)C>[CH3:19][O:20][C:21](=[O:33])[CH2:22][C:23]1[C:31]2[C:26](=[N:27][CH:28]=[CH:29][CH:30]=2)[N:25]([CH2:39][C:36]2[CH:37]=[CH:38][O:34][CH:35]=2)[C:24]=1[CH3:32]. Procedure: BEMP (182 μL, 0.63 mmol) is added to a stirring solution of (2-methyl-1H-pyrrolo[2,3-b]pyridin-3-yl)-acetic acid methyl ester (80 mg, 0.39 mmol) in DMF (1.2 ml). After 30 minutes, a solution of toluene-4-sulfonic acid furan-3-ylmethyl ester in THF (1.4 ml, 0.45 mmol) is added. After 18 hours, the reaction is partitioned between water and ether. The organic layer is washed with brine then reduced in vacuo. The residue is purified by flash column chromatography (3:1 iso-hexane/EtOAc elution) to fu... The reactants are COc1ccc(C(=O)CBr)cc1, C[O-], CCO, [Na+], SCc1ccncc1. Product: COc1ccc(C(=O)CSCc2ccncc2)cc1. As a reaction SMILES: [Br:12][CH2:13][C:14](=[O:15])[c:16]1[cH:17][cH:18][c:19]([O:22][CH3:23])[cH:20][cH:21]1.[CH3:1][O-:2].[CH3:24][CH2:25][OH:26].[Na+:3].[cH:4]1[cH:5][c:6]([CH2:10][SH:11])[cH:7][cH:8][n:9]1>>[cH:4]1[cH:5][c:6]([CH2:10][S:11][CH2:13][C:14](=[O:15])[c:16]2[cH:17][cH:18][c:19]([O:22][CH3:23])[cH:20][cH:21]2)[cH:7][cH:8][n:9]1. Reactants: COc1cc(N=C=O)cc(OC)c1OC, CN(C)C=O, O, CC(O)CN1CCC(c2nn(C)c3cc(F)ccc23)CC1. Product: COc1cc(NC(=O)OC(C)CN2CCC(c3nn(C)c4cc(F)ccc34)CC2)cc(OC)c1OC. RXN SMILES: [CH3:22][O:23][c:24]1[cH:25][c:26]([N:34]=[C:35]=[O:36])[cH:27][c:28]([O:32][CH3:33])[c:29]1[O:30][CH3:31].[O:38]=[CH:39][N:40]([CH3:41])[CH3:42].[OH2:37].[OH:1][CH:2]([CH2:3][N:4]1[CH2:5][CH2:6][CH:7]([c:10]2[n:11][n:12]([CH3:20])[c:13]3[cH:14][c:15]([F:19])[cH:16][cH:17][c:18]23)[CH2:8][CH2:9]1)[CH3:21]>>[O:1]([CH:2]([CH2:3][N:4]1[CH2:5][CH2:6][CH:7]([c:10]2[n:11][n:12]([CH3:20])[c:13]3[cH:14][c:15]([F:19])[cH:16][cH:17][c:18]23)[CH2:8][CH2:9]1)[CH3:21])[C:35]([NH:34][c:26]1[cH:25][c:24]([O:23][CH3:22])[c:29]([O:30][CH3:31])[c:28]([O:32][CH3:33])[cH:27]1)=[O:36]. Starting materials: C([O-])(O)=O.[Na+] (sodium bicarbonate), C1(=CC=CC=C1)C (toluene), COC1=CC=C(CNC(C2=C(C=C(C(=C2)F)F)O)=O)C=C1 (N-(4-methoxybenzyl)-4,5-difluoro-2-hydroxybenzamide), C=O (paraformaldehyde). The reagents and catalysts are C1(=CC=C(C=C1)S(=O)(=O)O)C (para-toluenesulfonic acid). Solvent: O (water). The product is COC1=CC=C(CN2COC3=C(C2=O)C=C(C(=C3)F)F)C=C1 (3-(4-methoxybenzyl)6,7-difluor-2,3-dihydrobenzo[e][1,3]oxazin-4-one). Yield: 86.0%. As a reaction SMILES: [C:1]1(C)C=CC=CC=1.[CH3:8][O:9][C:10]1[CH:28]=[CH:27][C:13]([CH2:14][NH:15][C:16](=[O:26])[C:17]2[CH:22]=[C:21]([F:23])[C:20]([F:24])=[CH:19][C:18]=2[OH:25])=[CH:12][CH:11]=1.C=O.C(=O)(O)[O-].[Na+]>C1(C)C=CC(S(O)(=O)=O)=CC=1.O>[CH3:8][O:9][C:10]1[CH:11]=[CH:12][C:13]([CH2:14][N:15]2[C:16](=[O:26])[C:17]3[CH:22]=[C:21]([F:23])[C:20]([F:24])=[CH:19][C:18]=3[O:25][CH2:1]2)=[CH:27][CH:28]=1 |f:3.4|. Procedure: To a toluene solution (25 mL) of N-(4-methoxybenzyl)-4,5-difluoro-2-hydroxybenzamide (1.5 g, 5 mmol) was added paraformaldehyde (0.450 g, 15 mmol) and para-toluenesulfonic acid (0.01 g, 0.05 mmol) and the reaction heated to 110° C. for 3 hr with azeotropic removal of water. Saturated sodium bicarbonate (50 ml) was added and product extracted with ethyl acetate, dried over anhydrous sodium sulfate and concentrated to give 1.3 g (86%) of 3-(4-methoxybenzyl)6,7-difluor-2,3-dihydrobenzo[e][1,3]oxazi... Solvent: CCO (EtOH), O (water), O (water). Reagents/catalysts: [N+](=O)([O-])[O-].[Ag+] (silver nitrate). Isolated yield 76.8%. Procedure: A mixture of 6,7-dimethoxy-3,4-dihydronaphthalene-2-carbaldehyde (2.2 g, 10 mmol) in EtOH (30 mL) was treated with a solution of silver nitrate (5.0 g, 30 mmol) in water (16 mL). A solution of NaOH (6.0 g, 150 mmol) in water (50 mL) was then added with continuous stirring and the resulting mixture was stirred at room temperature overnight. The reaction mixture was then extracted with DCM and combined organic phase was washed with brine and dried over sodium sulfate. The solvent was removed under... As a reaction SMILES: [CH3:1][O:2][C:3]1[CH:4]=[C:5]2[C:10](=[CH:11][C:12]=1[O:13][CH3:14])[CH:9]=[C:8]([CH:15]=[O:16])[CH2:7][CH2:6]2.[OH-:17].[Na+]>CCO.O.[N+]([O-])([O-])=O.[Ag+]>[CH3:1][O:2][C:3]1[CH:4]=[C:5]2[C:10](=[CH:11][C:12]=1[O:13][CH3:14])[CH:9]=[C:8]([C:15]([OH:17])=[O:16])[CH2:7][CH2:6]2 |f:1.2,5.6|. Starting materials: COC=1C=C2CCC(=CC2=CC1OC)C=O (6,7-dimethoxy-3,4-dihydronaphthalene-2-carbaldehyde), [OH-].[Na+] (NaOH). Yields the product COC=1C=C2CCC(=CC2=CC1OC)C(=O)O (6,7-dimethoxy-3,4-dihydronaphthalene-2-carboxylic acid). Reactants: CCOC(=O)c1cnc(C(C)(C)C)o1, C1CCOC1, CCO, [Li+], [OH-], O, O. RXN SMILES: [C:1]([CH3:2])([CH3:3])([CH3:4])[c:5]1[o:6][c:7]([C:10](=[O:11])[O:12][CH2:13][CH3:14])[cH:8][n:9]1.[CH2:18]1[O:19][CH2:20][CH2:21][CH2:22]1.[CH3:23][CH2:24][OH:25].[Li+:16].[OH-:15].[OH2:17].[OH2:26]>>[C:1]([CH3:2])([CH3:3])([CH3:4])[c:5]1[o:6][c:7]([C:10](=[O:11])[OH:12])[cH:8][n:9]1. Product: CC(C)(C)c1ncc(C(=O)O)o1. The reactants are FC(F)(F)c1cc(Cl)ccc1CBr, C1CCOC1, C[Si](C)(C)[N-][Si](C)(C)C, O=C(Nc1cc[nH]n1)c1c(F)cccc1F, [Li+]. Product: O=C(Nc1ccn(Cc2ccc(Cl)cc2C(F)(F)F)n1)c1c(F)cccc1F. RXN SMILES: [Br:27][CH2:28][c:29]1[c:30]([C:36]([F:37])([F:38])[F:39])[cH:31][c:32]([Cl:35])[cH:33][cH:34]1.[CH2:40]1[O:41][CH2:42][CH2:43][CH2:44]1.[CH3:17][Si:18]([N-:19][Si:20]([CH3:21])([CH3:22])[CH3:23])([CH3:24])[CH3:25].[F:1][c:2]1[c:3]([C:4](=[O:5])[NH:6][c:7]2[n:8][nH:9][cH:10][cH:11]2)[c:12]([F:16])[cH:13][cH:14][cH:15]1.[Li+:26]>>[F:1][c:2]1[c:3]([C:4](=[O:5])[NH:6][c:7]2[n:8][n:9]([CH2:28][c:29]3[c:30]([C:36]([F:37])([F:38])[F:39])[cH:31][c:32]([Cl:35])[cH:33][cH:34]3)[cH:10][cH:11]2)[c:12]([F:16])[cH:13][cH:14][cH:15]1.